This data is from the Open Reaction Database (ORD), a public repository of structured organic reaction records. The task is: describe an organic reaction: reactants, conditions, products, and yield The reactants are C1CCOC1, COc1cc(C(=O)Cl)ccc1C, [H][H], Cc1cccc(C)n1. Product: COc1cc(C=O)ccc1C. As a reaction SMILES: [CH2:23]1[O:24][CH2:25][CH2:26][CH2:27]1.[CH3:1][O:2][c:3]1[cH:4][c:5]([C:6](=[O:7])[Cl:8])[cH:9][cH:10][c:11]1[CH3:12].[H:21][H:22].[n:13]1[c:14]([CH3:15])[cH:16][cH:17][cH:18][c:19]1[CH3:20]>>[CH3:1][O:2][c:3]1[cH:4][c:5]([CH:6]=[O:7])[cH:9][cH:10][c:11]1[CH3:12]. The reactants are C(CC)C1=NC=C2N1C(NN=C2)=S (6-n-propyl-imidazo[1,5-d]-as-triazine-4(3H)-thione), [Na] (sodium), CI (methyl iodide). Run in CO (methanol). The product is C(CC)C1=NC=C2N1C(=NN=C2)SC (6-n-Propyl-4-(methylthio)-imidazo[1,5-d]-as-triazine). As a reaction SMILES: [CH2:1]([C:4]1[N:8]2[C:9](=[S:13])[NH:10][N:11]=[CH:12][C:7]2=[CH:6][N:5]=1)[CH2:2][CH3:3].[Na].[CH3:15]I>CO>[CH2:1]([C:4]1[N:8]2[C:9]([S:13][CH3:15])=[N:10][N:11]=[CH:12][C:7]2=[CH:6][N:5]=1)[CH2:2][CH3:3] |^1:13|. Procedure: A 3.98 gm. portion of 6-n-propyl-imidazo[1,5-d]-as-triazine-4(3H)-thione is added to a solution of 0.46 gm. of sodium in 15 ml. of methanol under nitrogen. A 1.56 ml. portion of methyl iodide is added. The reaction procedes as described in Example 30 giving the desired product, m.p. 132°-134° C. Reactants: SC1=CC(=NC=2N1N=CC2C(=O)OCC)C (Ethyl 7-mercapto-5-methylpyrazolo[1,5-a]pyrimidine-3-carboxylate), Cl (hydrochloric acid). Solvent: [OH-].[Na+] (sodium hydroxide). Yields the product SC1=CC(=NC=2N1N=CC2C(=O)O)C (7-mercapto-5-methyl-pyrazolo[1,5-a] pyrimidine-3-carboxylic acid). RXN SMILES: [SH:1][C:2]1[N:7]2[N:8]=[CH:9][C:10]([C:11]([O:13]CC)=[O:12])=[C:6]2[N:5]=[C:4]([CH3:16])[CH:3]=1.Cl>[OH-].[Na+]>[SH:1][C:2]1[N:7]2[N:8]=[CH:9][C:10]([C:11]([OH:13])=[O:12])=[C:6]2[N:5]=[C:4]([CH3:16])[CH:3]=1 |f:2.3|. Procedure: Ethyl 7-mercapto-5-methylpyrazolo[1,5-a]pyrimidine-3-carboxylate (J. Med. Chem. 1981, 24(5), 610-13) was heated in 1N aqueous sodium hydroxide solution until all has passed into solution. The reaction mixture was cooled and its pH was adjusted to 1 with aqueous hydrochloric acid. The resulting precipitate was filtered off, dried and recrystallized from dimethylformamide. There was obtained 7-mercapto-5-methyl-pyrazolo[1,5-a] pyrimidine-3-carboxylic acid as a yellow powder having a of melting poi... Reactants: Cc1sc(C2CCN(C(=O)OC(C)(C)C)CC2)nc1C(C)O, C1CCOC1, CS(=O)(=O)c1ccc(O)cc1, CCOC(=O)N=NC(=O)OCC, c1ccc(P(c2ccccc2)c2ccccc2)cc1. The product is Cc1sc(C2CCN(C(=O)OC(C)(C)C)CC2)nc1C(C)Oc1ccc(S(C)(=O)=O)cc1. Reaction SMILES: [C:1]([CH3:2])([CH3:3])([CH3:4])[O:5][C:6](=[O:7])[N:8]1[CH2:9][CH2:10][CH:11]([c:14]2[s:15][c:16]([CH3:22])[c:17]([CH:19]([CH3:20])[OH:21])[n:18]2)[CH2:12][CH2:13]1.[CH2:65]1[O:66][CH2:67][CH2:68][CH2:69]1.[CH3:23][S:24](=[O:25])(=[O:26])[c:27]1[cH:28][cH:29][c:30]([OH:33])[cH:31][cH:32]1.[O:53]=[C:54]([O:55][CH2:56][CH3:57])[N:58]=[N:59][C:60]([O:61][CH2:62][CH3:63])=[O:64].[c:34]1([P:35]([c:36]2[cH:37][cH:38][cH:39][cH:40][cH:41]2)[c:42]2[cH:43][cH:44][cH:45][cH:46][cH:47]2)[cH:48][cH:49][cH:50][cH:51][cH:52]1>>[C:1]([CH3:2])([CH3:3])([CH3:4])[O:5][C:6](=[O:7])[N:8]1[CH2:9][CH2:10][CH:11]([c:14]2[s:15][c:16]([CH3:22])[c:17]([CH:19]([CH3:20])[O:21][c:30]3[cH:29][cH:28][c:27]([S:24]([CH3:23])(=[O:25])=[O:26])[cH:32][cH:31]3)[n:18]2)[CH2:12][CH2:13]1. Reactants: BrCc1ccccc1, OCCCCO, Cl, [H-], [Na+], C1CCOC1. The product is OCCCCOCc1ccccc1. As a reaction SMILES: [Br:9][CH2:10][c:11]1[cH:12][cH:13][cH:14][cH:15][cH:16]1.[CH2:3]([CH2:4][CH2:5][CH2:6][OH:7])[OH:8].[ClH:17].[H-:1].[Na+:2].[O:18]1[CH2:19][CH2:20][CH2:21][CH2:22]1>>[CH2:3]([CH2:4][CH2:5][CH2:6][O:7][CH2:10][c:11]1[cH:12][cH:13][cH:14][cH:15][cH:16]1)[OH:8].